From a dataset of the Open Reaction Database (ORD), a public repository of structured organic reaction records. describe an organic reaction: reactants, conditions, products, and yield Reactants: [BH4-], CCC(CC)(c1ccc(OCC(=O)C(C)(C)C)c(C)c1)c1cc(C)c2oc(C(=O)N(C)C)cc2c1, [Na+]. Product: CCC(CC)(c1ccc(OCC(O)C(C)(C)C)c(C)c1)c1cc(C)c2oc(C(=O)N(C)C)cc2c1. As a reaction SMILES: [BH4-:36].[CH3:1][N:2]([C:3](=[O:4])[c:5]1[o:6][c:7]2[c:8]([cH:9]1)[cH:10][c:11]([C:15]([CH2:16][CH3:17])([CH2:18][CH3:19])[c:20]1[cH:21][c:22]([CH3:34])[c:23]([O:26][CH2:27][C:28]([C:29]([CH3:30])([CH3:31])[CH3:32])=[O:33])[cH:24][cH:25]1)[cH:12][c:13]2[CH3:14])[CH3:35].[Na+:37]>>[CH3:1][N:2]([C:3](=[O:4])[c:5]1[o:6][c:7]2[c:8]([cH:9]1)[cH:10][c:11]([C:15]([CH2:16][CH3:17])([CH2:18][CH3:19])[c:20]1[cH:21][c:22]([CH3:34])[c:23]([O:26][CH2:27][CH:28]([C:29]([CH3:30])([CH3:31])[CH3:32])[OH:33])[cH:24][cH:25]1)[cH:12][c:13]2[CH3:14])[CH3:35]. Starting materials: CCO, [H][H], CC(C)(C)[Si](C)(C)OC1CCC(N=[N+]=[N-])C1, O=[Pt]. The product is CC(C)(C)[Si](C)(C)OC1CCC(N)C1. RXN SMILES: [CH3:19][CH2:20][OH:21].[H:17][H:18].[N:1](=[N+:2]=[N-:3])[CH:4]1[CH2:5][CH:6]([O:9][Si:10]([CH3:11])([CH3:12])[C:13]([CH3:14])([CH3:15])[CH3:16])[CH2:7][CH2:8]1.[Pt:22]=[O:23]>>[NH2:1][CH:4]1[CH2:5][CH:6]([O:9][Si:10]([CH3:11])([CH3:12])[C:13]([CH3:14])([CH3:15])[CH3:16])[CH2:7][CH2:8]1. The reactants are N1C=NC2=C1C=CC(=C2)N (1H-benzo[d]imidazol-5-amine), TEA, N1(C=NC=C1)C(=O)N1C=NC=C1 (di-(imidazol-1-yl)methanone), COC=1C=C(C=O)C=CC1OC (3,4-dimethoxybenzaldehyde), [Si](C)(C)(C)C#N (TMSCN). Reagents/catalysts: [Pd] (Pd/C). The product is N1C=NC2=C1C=CC(=C2)N2C(NCC2C2=CC(=C(C=C2)OC)OC)=O (1-(1H-benzo[d]imidazol-5-yl)-5-(3,4-dimethoxyphenyl)imidazolidin-2-one). RXN SMILES: [NH:1]1[C:5]2[CH:6]=[CH:7][C:8]([NH2:10])=[CH:9][C:4]=2[N:3]=[CH:2]1.[CH3:11][O:12][C:13]1[CH:14]=[C:15]([CH:18]=[CH:19][C:20]=1[O:21][CH3:22])[CH:16]=O.[Si](C#N)(C)(C)C.[N:29]1([C:34](N2C=CN=C2)=[O:35])C=CN=[CH:30]1>[Pd]>[NH:1]1[C:5]2[CH:6]=[CH:7][C:8]([N:10]3[CH:16]([C:15]4[CH:18]=[CH:19][C:20]([O:21][CH3:22])=[C:13]([O:12][CH3:11])[CH:14]=4)[CH2:30][NH:29][C:34]3=[O:35])=[CH:9][C:4]=2[N:3]=[CH:2]1. Procedure details: The compound was synthesized starting from 1H-benzo[d]imidazol-5-amine (0.400 g, 3 mmol), 3,4-dimethoxybenzaldehyde (0.5 g, 3 mmol), TMSCN (0.375 mL, 3 mmol), Pd/C (10%, 0.02 g), TEA 1.05 mL, 7.5 mmol), di-(imidazol-1-yl)methanone (0.730 g, 4.5 mmol) as described in method 2 to give 1-(1H-benzo[d]imidazol-5-yl)-5-(3,4-dimethoxyphenyl)imidazolidin-2-one Starting materials: Cl (hydrochloric acid), COC1=CC=C(C=C1)C=1N=C(SC1C1=CC=C(C=C1)OC)CNC(CC(=O)OCC)=O (4,5-bis(4-methoxyphenyl)-2-ethoxycarbonylacetylaminomethylthiazole), [OH-].[Na+] (sodium hydroxide), CO (methanol). Run in O (water), O (water). Run at time 4.5 hour. Product: COC1=CC=C(C=C1)C=1N=C(SC1C1=CC=C(C=C1)OC)CNC(CC(=O)O)=O (4,5-bis(4-methoxyphenyl)-2-(carboxyacetylaminomethyl)thiazole). The yield is 57.1%. RXN SMILES: [CH3:1][O:2][C:3]1[CH:8]=[CH:7][C:6]([C:9]2[N:10]=[C:11]([CH2:22][NH:23][C:24](=[O:31])[CH2:25][C:26]([O:28]CC)=[O:27])[S:12][C:13]=2[C:14]2[CH:19]=[CH:18][C:17]([O:20][CH3:21])=[CH:16][CH:15]=2)=[CH:5][CH:4]=1.[OH-].[Na+].CO.Cl>O>[CH3:1][O:2][C:3]1[CH:8]=[CH:7][C:6]([C:9]2[N:10]=[C:11]([CH2:22][NH:23][C:24](=[O:31])[CH2:25][C:26]([OH:28])=[O:27])[S:12][C:13]=2[C:14]2[CH:15]=[CH:16][C:17]([O:20][CH3:21])=[CH:18][CH:19]=2)=[CH:5][CH:4]=1 |f:1.2|. Reported procedure: A mixture of 4,5-bis(4-methoxyphenyl)-2-ethoxycarbonylacetylaminomethylthiazole (0.43 g) and 4N sodium hydroxide (3 ml), methanol (5 ml) and water (5 ml) was stirred at ambient temperature for 4.5 hours. After allowing to cool to room temperature, the mixture was poured to water, and the aqueous layer was adjusted to pH 1 with 10% hydrochloric acid, and extracted with diethyl ether. The organic layer was washed with water and brine, and dried over magnesium sulfate and treated with activated cha... Starting materials: [Li]C (MeLi), C(C)OC(=O)C=1C2=C(N(C1)C(=O)OC(C)(C)C)CCC=CC2=O (4-oxo-7,8-dihydro-4H-cyclohepta[b]pyrrole-1,3-dicarboxylic acid 1-tert-butyl ester 3-ethyl ester). The reagents and catalysts are [Cu]I (CuI). Run in CCOCC (Et2O), C1CCOC1 (THF). Run at time 15 minute. Product: EtOAc hexanes, C(C)OC(=O)C=1C2=C(N(C1)C(=O)OC(C)(C)C)CCC(CC2=O)C (6-Methyl-4-oxo-5,6,7,8-tetrahydro-4H-cyclohepta[b]pyrrole-1,3-dicarboxylic acid 1-tert-butyl ester 3-ethyl ester). Isolated yield 30.0%. As a reaction SMILES: [Li][CH3:2].[CH2:3]([O:5][C:6]([C:8]1[C:9]2[C:24](=[O:25])[CH:23]=[CH:22][CH2:21][CH2:20][C:10]=2[N:11]([C:13]([O:15][C:16]([CH3:19])([CH3:18])[CH3:17])=[O:14])[CH:12]=1)=[O:7])[CH3:4]>CCOCC.C1COCC1.[Cu]I>[CH2:3]([O:5][C:6]([C:8]1[C:9]2[C:24](=[O:25])[CH2:23][CH:22]([CH3:2])[CH2:21][CH2:20][C:10]=2[N:11]([C:13]([O:15][C:16]([CH3:19])([CH3:17])[CH3:18])=[O:14])[CH:12]=1)=[O:7])[CH3:4]. Procedure details: MeLi (1.4M in ether, 2 ml) is added dropwise to a stirred suspension of CuI (268 mg, 1.40 mmol) in Et2O at 0° C. The reaction mixture is kept at 0° C. for 15 min. 4-oxo-7,8-dihydro-4H-cyclohepta[b]pyrrole-1,3-dicarboxylic acid 1-tert-butyl ester 3-ethyl ester (300 mg, 0.94 mmol) in THF is added slowly to the solution at 0° C., the reaction mixture is allowed to warm up to room temperature over a period of 30 min and then quenched with saturated NH4Cl(aq., 30 ml). 50 ml Et2O is added and stirring...